This data is from the Open Reaction Database (ORD), a public repository of structured organic reaction records. The task is: describe an organic reaction: reactants, conditions, products, and yield Reactants: C(C)I (Ethyl iodide), C([O-])([O-])=O.[K+].[K+] (potassium carbonate), C(C1=CC=CC=C1)OC1CC2(C1)ON=C(C2)C2=C(C1=C(N=C2)NN=C1)NC1CCOCC1 (5-[2-(benzyloxy)-5-oxa-6-azaspiro[3.4]oct-6-en-7-yl]-N-(tetrahydro-2H-pyran-4-yl)-1H-pyrazolo[3,4-b]pyridin-4-amine). Run in CN(C=O)C (dimethylformamide), O (water). Reaction conditions: temperature 60 celsius, time 5 hour. The product is C(C1=CC=CC=C1)OC1CC2(C1)ON=C(C2)C2=C(C1=C(N=C2)N(N=C1)CC)NC1CCOCC1 (5-[2-(benzyloxy)-5-oxa-6-azaspiro[3.4]oct-6-en-7-yl]-1-ethyl-N-(tetrahydro-2H-pyran-4-yl)-1H-pyrazolo[3,4-b]pyridin-4-amine). RXN SMILES: [CH2:1](I)[CH3:2].C(=O)([O-])[O-].[K+].[K+].[CH2:10]([O:17][CH:18]1[CH2:21][C:20]2([CH2:25][C:24]([C:26]3[CH:31]=[N:30][C:29]4[NH:32][N:33]=[CH:34][C:28]=4[C:27]=3[NH:35][CH:36]3[CH2:41][CH2:40][O:39][CH2:38][CH2:37]3)=[N:23][O:22]2)[CH2:19]1)[C:11]1[CH:16]=[CH:15][CH:14]=[CH:13][CH:12]=1>CN(C)C=O.O>[CH2:10]([O:17][CH:18]1[CH2:21][C:20]2([CH2:25][C:24]([C:26]3[CH:31]=[N:30][C:29]4[N:32]([CH2:1][CH3:2])[N:33]=[CH:34][C:28]=4[C:27]=3[NH:35][CH:36]3[CH2:41][CH2:40][O:39][CH2:38][CH2:37]3)=[N:23][O:22]2)[CH2:19]1)[C:11]1[CH:12]=[CH:13][CH:14]=[CH:15][CH:16]=1 |f:1.2.3|. Reported procedure: Ethyl iodide (0.227 gm, 1.45 mmol) and potassium carbonate (0.2 gm, 1.45 mmol) were added to the solution of 5-[2-(benzyloxy)-5-oxa-6-azaspiro[3.4]oct-6-en-7-yl]-N-(tetrahydro-2H-pyran-4-yl)-1H-pyrazolo[3,4-b]pyridin-4-amine (0.21 gm, 0.48 mmol) (step b) in dimethylformamide and the reaction mixture was stirred at 60° C. for about 5 hours. It was cooled, diluted with water and extracted with ethyl acetate. The organic layer was washed with brine, dried over anhydrous sodium sulphate and concentr... Starting materials: C[Si](C)(C)I (trimethylsilyl iodide), C1C(C)O1 (propylene oxide), S1C(=CC=C1)CC(=O)N[C@H]1[C@@H]2N(C(=C(CS2)COC(C)=O)C(=O)[O-])C1=O.[Na+] (sodium 7β-(2-thienylacetamido)-3-acetoxymethyl-3-cephem-4-carboxylate), Cl (hydrochloric acid), N1N=NN=C1S (tetrazole thiol), 3-iodomethyl, Cl[Si](C)(C)C (chlorotrimethylsilane), C4, CN1N=NN=C1S (1-methyltetrazole-5-thiol). Solvent: CN(C=O)C (dimethylformamide), C(Cl)Cl (methylene chloride), C(Cl)Cl (methylene chloride). Conditions: time 18 hour. Product: S1C(=CC=C1)CC(=O)N[C@H]1[C@@H]2N(C(=C(CS2)C(C)SC2=NN=NN2)C(=O)O[Si](C)(C)C)C1=O (trimethylsilyl 7β-(2-thienylacetamido)-3-(1-methyl-1H-tetrazole-5-ylthiomethyl)-3-cephem-4-carboxylate). As a reaction SMILES: [S:1]1[CH:5]=[CH:4][CH:3]=[C:2]1[CH2:6][C:7]([NH:9][C@@H:10]1[C:25](=[O:26])[N:12]2[C:13]([C:22]([O-:24])=[O:23])=[C:14](COC(=O)C)[CH2:15][S:16][C@H:11]12)=[O:8].[Na+].Cl[Si:29]([CH3:32])([CH3:31])[CH3:30].C[Si](I)(C)C.C1O[CH:39]1[CH3:40].C[N:43]1[C:47]([SH:48])=[N:46][N:45]=[N:44]1.N1C(S)=NN=N1.Cl>C(Cl)Cl.CN(C)C=O>[S:1]1[CH:5]=[CH:4][CH:3]=[C:2]1[CH2:6][C:7]([NH:9][C@@H:10]1[C:25](=[O:26])[N:12]2[C:13]([C:22]([O:24][Si:29]([CH3:32])([CH3:31])[CH3:30])=[O:23])=[C:14]([CH:39]([S:48][C:47]3[NH:46][N:45]=[N:44][N:43]=3)[CH3:40])[CH2:15][S:16][C@H:11]12)=[O:8] |f:0.1|. Reported procedure: To a suspension of 0.836 g (2 mmole) of sodium 7β-(2-thienylacetamido)-3-acetoxymethyl-3-cephem-4-carboxylate (sodium cephalothin) in 40 ml of dry methylene chloride maintained at the reflux temperature under a nitrogen atmosphere were added 0.7 ml (5.5 mmole) of chlorotrimethylsilane. The silylation of the C4 carboxy group was allowed to proceed 18 hours and the resulting yellow suspension was cooled to room temperature. The suspension was then reduced in volume by one-half under reduced pressu... Reactants: CC(=O)[O-], CCO, Cc1ccccc1, FC(F)(F)c1cc(CNCc2cc(C(F)(F)F)ccc2Cl)cc(C(F)(F)F)c1, ClCCl, N#CBr, [Na+], [Na+], [OH-]. Product: N#CN(Cc1cc(C(F)(F)F)cc(C(F)(F)F)c1)Cc1cc(C(F)(F)F)ccc1Cl. Reaction SMILES: [CH3:30][C:31](=[O:32])[O-:33].[CH3:34][CH2:35][OH:36].[CH3:43][c:44]1[cH:45][cH:46][cH:47][cH:48][cH:49]1.[Cl:1][c:2]1[c:3]([CH2:4][NH:5][CH2:6][c:7]2[cH:8][c:9]([C:17]([F:18])([F:19])[F:20])[cH:10][c:11]([C:13]([F:14])([F:15])[F:16])[cH:12]2)[cH:21][c:22]([C:25]([F:26])([F:27])[F:28])[cH:23][cH:24]1.[Cl:40][CH2:41][Cl:42].[N:37]#[C:38][Br:39].[Na+:29].[Na+:51].[OH-:50]>>[Cl:1][c:2]1[c:3]([CH2:4][N:5]([CH2:6][c:7]2[cH:8][c:9]([C:17]([F:18])([F:19])[F:20])[cH:10][c:11]([C:13]([F:14])([F:15])[F:16])[cH:12]2)[C:38]#[N:37])[cH:21][c:22]([C:25]([F:26])([F:27])[F:28])[cH:23][cH:24]1. Starting materials: C(Cl)Cl (DCM), BrC=1N=C(N(C1C1=NC(=NC=C1)Cl)COCC[Si](C)(C)C)C1CC1 (4-(4-bromo-2-cyclopropyl-1-((2-(trimethylsilyl)ethoxy) methyl)-1H-imidazol-5-yl)-2-chloropyrimidine), FC1=C(N)C=CC=C1B1OC(C(O1)(C)C)(C)C (2-fluoro-3-(4,4,5,5-tetramethyl-1,3,2-dioxaborolan-2-yl)aniline), C([O-])([O-])=O.[Na+].[Na+] (sodium carbonate). Run in COCCOC (DME), [NH4+].[Cl-] (NH4Cl). Yields the product ClC1=NC=CC(=N1)C1=C(N=C(N1COCC[Si](C)(C)C)C1CC1)C=1C(=C(N)C=CC1)F (3-(5-(2-chloropyrimidin-4-yl)-2-cyclopropyl-1-((2-(trimethylsilyl)ethoxy) methyl)-1H-imidazol-4-yl)-2-fluoroaniline). Yield: 36.9%. As a reaction SMILES: Br[C:2]1[N:3]=[C:4]([CH:22]2[CH2:24][CH2:23]2)[N:5]([CH2:14][O:15][CH2:16][CH2:17][Si:18]([CH3:21])([CH3:20])[CH3:19])[C:6]=1[C:7]1[CH:12]=[CH:11][N:10]=[C:9]([Cl:13])[N:8]=1.[F:25][C:26]1[C:32](B2OC(C)(C)C(C)(C)O2)=[CH:31][CH:30]=[CH:29][C:27]=1[NH2:28].C(=O)([O-])[O-].[Na+].[Na+].C(Cl)Cl>[NH4+].[Cl-].COCCOC>[Cl:13][C:9]1[N:8]=[C:7]([C:6]2[N:5]([CH2:14][O:15][CH2:16][CH2:17][Si:18]([CH3:21])([CH3:20])[CH3:19])[C:4]([CH:22]3[CH2:24][CH2:23]3)=[N:3][C:2]=2[C:32]2[C:26]([F:25])=[C:27]([CH:29]=[CH:30][CH:31]=2)[NH2:28])[CH:12]=[CH:11][N:10]=1 |f:2.3.4,6.7|. Reported procedure: To a microwave vial with stir bar was added 4-(4-bromo-2-cyclopropyl-1-((2-(trimethylsilyl)ethoxy) methyl)-1H-imidazol-5-yl)-2-chloropyrimidine (I-1a, step 5, 0.55 g, 1.3 mmol), 2-fluoro-3-(4,4,5,5-tetramethyl-1,3,2-dioxaborolan-2-yl)aniline (0.61 g, 2.6 mmol), 2.0 M aqueous sodium carbonate solution (3.2 mL, 6.4 mmol) and DME (6.4 mL). The resulting mixture was sparged with nitrogen followed by the addition of PdCl2(dppf).DCM adduct (0.052 g, 0.06 mmol). The reaction was sealed and irradiated i... Product: CC1C(C=C2CCCC=C2C1)=O (3-Methyl-4,6,7,8-tetrahydro-2(3H)-naphthalenone). The reactants are [Li+].CC(C)[N-]C(C)C (LDA), OC1C(CCCC1)=O (2-hydroxycyclohexanone), [OH-].[K+] (KOH), CC=1C(CCCC1C)=O (2,3-dimethylcyclohexenone), CCC(C=C)=O (methylbutenone). RXN SMILES: O[CH:2]1[CH2:7][CH2:6][CH2:5][CH2:4][C:3]1=O.CC1C(=O)CCCC=1C.[CH3:18][CH2:19][C:20](=[O:23])[CH:21]=[CH2:22].[OH-].[K+].[Li+].CC([N-]C(C)C)C>CO.C1COCC1>[CH3:22][CH:21]1[CH2:6][C:7]2[C:18]([CH2:5][CH2:4][CH2:3][CH:2]=2)=[CH:19][C:20]1=[O:23] |f:3.4,5.6|. Reported procedure: This material is prepared according to the procedure for Preparation 5 wherein 2-hydroxycyclohexanone is substituted for 2,3-dimethylcyclohexenone, methylbutenone is substituted for MVK, and 2N KOH in MeOH is substituted fro LDA in THF. Solvent: C1CCOC1 (THF), CO (MeOH). The reactants are cyclobutaneone-3-carboxylic acid, C(C1=CC=CC=C1)OC(CP(=O)(OC)OC)=O (benzyl-2-(dimethoxyphosphoryl)acetate), [Li+].[OH-] (LiOH), CCOC(=O)C (EtOAc), Cl (HCl), C1CCOC1 (THF). Yields the product C(C1=CC=CC=C1)OC(C=C1CC(C1)C(=O)O)=O (3-[2-(benzyloxy)-2-oxoethylidene]cyclobutane-1-carboxylic acid). Isolated yield 39.0%. RXN SMILES: [CH2:1]([O:8][C:9](=[O:17])[CH2:10]P(OC)(OC)=O)[C:2]1[CH:7]=[CH:6][CH:5]=[CH:4][CH:3]=1.[Li+].[OH-].CC[O:22][C:23]([CH3:25])=[O:24].Cl.[CH2:27]1[CH2:31]OC[CH2:28]1>>[CH2:1]([O:8][C:9](=[O:17])[CH:10]=[C:27]1[CH2:31][CH:25]([C:23]([OH:22])=[O:24])[CH2:28]1)[C:2]1[CH:3]=[CH:4][CH:5]=[CH:6][CH:7]=1 |f:1.2|. Procedure details: A mixture of cyclobutaneone-3-carboxylic acid (5 g, 43.82 mmol), benzyl-2-(dimethoxyphosphoryl)acetate (13.58 g, 52.59 mmol), LiOH (4.20 g, 23.95 mmol) and 3 Å activated molecular sieves (25 g, powder form) in THF (250 ml) was heated to reflux under nitrogen for 4 h. The reaction was allowed to cool to RT and EtOAc (100 ml) followed by HCl (1N, 100 ml) were added. This mixture was filtered through celite. The phases were separated and the aqueous layer was extracted with EtOAc (4×50 ml). The com... Reagents/catalysts: [Pd] (palladium). Conditions: time 8 hour. Reported procedure: To a solution of 2-azido-N-[2-(1,3,4,5-tetrahydro-2H-2-benzazepin-2-yl)quinolin-4-yl]acetamide (65 mg, 0.17 mmol) in methanol was added palladium (10% on carbon, 7 mg). After being stirred at room temperature overnight under a hydrogen atmosphere, the resulting mixture was filtered. The filtrate was concentrated in vacuo and the residue was purified by preparative HPLC to afford 30 mg of product as a white powder (yield was 60.5%). MS obsd. (ESI+) [(M+H)+] 347. 1H NMR (400 MHz, DMSO-d6) δ ppm 8.... Product: C1N(CCCC2=C1C=CC=C2)C2=NC1=CC=CC=C1C(=C2)NC(CN)=O (N-[2-(1,3,4,5-Tetrahydro-2H-2-benzazepin-2-yl)quinolin-4-yl]glycinamide). Reactants: N(=[N+]=[N-])CC(=O)NC1=CC(=NC2=CC=CC=C12)N1CC2=C(CCC1)C=CC=C2 (2-azido-N-[2-(1,3,4,5-tetrahydro-2H-2-benzazepin-2-yl)quinolin-4-yl]acetamide). As a reaction SMILES: [N:1]([CH2:4][C:5]([NH:7][C:8]1[C:17]2[C:12](=[CH:13][CH:14]=[CH:15][CH:16]=2)[N:11]=[C:10]([N:18]2[CH2:24][CH2:23][CH2:22][C:21]3[CH:25]=[CH:26][CH:27]=[CH:28][C:20]=3[CH2:19]2)[CH:9]=1)=[O:6])=[N+]=[N-]>CO.[Pd]>[CH2:19]1[C:20]2[CH:28]=[CH:27][CH:26]=[CH:25][C:21]=2[CH2:22][CH2:23][CH2:24][N:18]1[C:10]1[CH:9]=[C:8]([NH:7][C:5](=[O:6])[CH2:4][NH2:1])[C:17]2[C:12](=[CH:13][CH:14]=[CH:15][CH:16]=2)[N:11]=1. The solvent is CO (methanol). Isolated yield 50.9%. Run in N1=CC=CC=C1 (pyridine). Conditions: time 30 minute. Reported procedure: 2 g of 3-(7-bromo-2-quinolinylmethoxy)aniline and 1.9 g of 2,2-diethylsuccinic acid anhydride (purified by distillation) are stirred in 28 ml of pyridine for 72 hours at 20° and concentrated by evaporation. The residue is suspended in 25 ml of 2N aqueous hydrochloric acid and the suspension is stirred for 30 min. at 20° and filtered. The precipitate is washed with water and crystallised from ethanol to give the title compound in the form of colourless crystals of m.p. 175°, IR (Nujol): inter ali... Starting materials: BrC1=CC=C2C=CC(=NC2=C1)COC=1C=C(N)C=CC1 (3-(7-bromo-2-quinolinylmethoxy)aniline), C(C)C1(C(=O)OC(C1)=O)CC (2,2-diethylsuccinic acid anhydride). As a reaction SMILES: [Br:1][C:2]1[CH:11]=[C:10]2[C:5]([CH:6]=[CH:7][C:8]([CH2:12][O:13][C:14]3[CH:15]=[C:16]([CH:18]=[CH:19][CH:20]=3)[NH2:17])=[N:9]2)=[CH:4][CH:3]=1.[CH2:21]([C:23]1([CH2:30][CH3:31])[CH2:28][C:27](=[O:29])[O:26][C:24]1=[O:25])[CH3:22]>N1C=CC=CC=1>[Br:1][C:2]1[CH:11]=[C:10]2[C:5]([CH:6]=[CH:7][C:8]([CH2:12][O:13][C:14]3[CH:15]=[C:16]([NH:17][C:27](=[O:29])[CH2:28][C:23]([CH2:30][CH3:31])([CH2:21][CH3:22])[C:24]([OH:26])=[O:25])[CH:18]=[CH:19][CH:20]=3)=[N:9]2)=[CH:4][CH:3]=1. The product is BrC1=CC=C2C=CC(=NC2=C1)COC=1C=C(C=CC1)NC(CC(C(=O)O)(CC)CC)=O (4-[3-(7-bromo-2-quinolinylmethoxy)phenylamino]-2,2-diethyl-4-oxobutanoic acid). Reactants: N1N=CC2=CC(=CC=C12)C=O (1H-indazole-5-carbaldehyde), BrN1C(CCC1=O)=O (1-bromopyrrolidine-2,5-dione). Run in C(C)#N (acetonitrile). Product: BrC1=NNC2=CC=C(C=C12)C=O (3-Bromo-1H-indazole-5-carbaldehyde). Yield: 100.2%. Reaction SMILES: [NH:1]1[C:9]2[C:4](=[CH:5][C:6]([CH:10]=[O:11])=[CH:7][CH:8]=2)[CH:3]=[N:2]1.[Br:12]N1C(=O)CCC1=O>C(#N)C>[Br:12][C:3]1[C:4]2[C:9](=[CH:8][CH:7]=[C:6]([CH:10]=[O:11])[CH:5]=2)[NH:1][N:2]=1. Reported procedure: To a solution of 20 g (137 mmol) 1H-indazole-5-carbaldehyde in acetonitrile (580 ml), 28 g (157 mmol) 1-bromopyrrolidine-2,5-dione were added over 20 min at room temperature. The resulting suspension was stirred under reflux for 30 min, then cooled to room temperature and concentrated under reduced pressure. The residue was dissolved in ethyl acetate (1500 ml), and the solution was washed with water and with brine, dried over sodium sulfate, filtered and concentrated under reduced pressure. The ... The reactants are O=C1N(C(N2C1CNCC2)=O)NC([C@H](CC(C)C)[C@H](C\C=C\C2=CC=CC=C2)C(NOCC2=CC=CC=C2)=O)=O ((E)-N-(1,2,3,5,6,7,8,8a(RS)-octahydro-1,3-dioxoimidazo[1,5-a]pyrazin-2-yl)-2(R)-[1(S)-(benzyloxycarbamoyl)-4-phenyl-3-butenyl]-4-methylvaleramide). Reagents/catalysts: [Pd] (palladium-on-carbon). Run in CO (methanol). Yields the product O=C1N(C(N2C1CNCC2)=O)NC([C@H](CC(C)C)[C@H](CCCC2=CC=CC=C2)C(NO)=O)=O (N-(1,2,3,5,6,7,8,8a(RS)-octahydro-1,3-dioxoimidazo[1,5-a]pyrazin-2-yl)-2(R)-[1(S)-(hydroxycarbamoyl)-4-phenylbutyl]-4-methylvaleramide). The yield is 89.4%. As a reaction SMILES: [O:1]=[C:2]1[CH:6]2[CH2:7][NH:8][CH2:9][CH2:10][N:5]2[C:4](=[O:11])[N:3]1[NH:12][C:13](=[O:40])[C@@H:14]([C@@H:19]([C:29](=[O:39])[NH:30][O:31]CC1C=CC=CC=1)[CH2:20]/[CH:21]=[CH:22]/[C:23]1[CH:28]=[CH:27][CH:26]=[CH:25][CH:24]=1)[CH2:15][CH:16]([CH3:18])[CH3:17]>CO.[Pd]>[O:1]=[C:2]1[CH:6]2[CH2:7][NH:8][CH2:9][CH2:10][N:5]2[C:4](=[O:11])[N:3]1[NH:12][C:13](=[O:40])[C@@H:14]([C@@H:19]([C:29](=[O:39])[NH:30][OH:31])[CH2:20][CH2:21][CH2:22][C:23]1[CH:28]=[CH:27][CH:26]=[CH:25][CH:24]=1)[CH2:15][CH:16]([CH3:18])[CH3:17]. Reported procedure: A solution of 0.160 g of (E)-N-(1,2,3,5,6,7,8,8a(RS)-octahydro-1,3-dioxoimidazo[1,5-a]pyrazin-2-yl)-2(R)-[1(S)-(benzyloxycarbamoyl)-4-phenyl-3-butenyl]-4-methylvaleramide in 10 ml of methanol was hydrogenated for 3 hours in the presence of 0.02 g of 10% palladium-on-carbon. The catalyst was removed by filtration and evaporation of the solvent gave 0.120 g of N-(1,2,3,5,6,7,8,8a(RS)-octahydro-1,3-dioxoimidazo[1,5-a]pyrazin-2-yl)-2(R)-[1(S)-(hydroxycarbamoyl)-4-phenylbutyl]-4-methylvaleramide in t...